describe an organic reaction: reactants, conditions, products, and yield From a dataset of the Open Reaction Database (ORD), a public repository of structured organic reaction records. The reactants are O=C=NC(=O)c1ccccc1, ClCCl, CCCCCC, Nc1cccc(CC2CCCC=C2c2nc(-c3ccccc3)c(-c3ccccc3)o2)c1. RXN SMILES: [C:32]([c:33]1[cH:34][cH:35][cH:36][cH:37][cH:38]1)(=[O:39])[N:40]=[C:41]=[O:42].[CH2:49]([Cl:50])[Cl:51].[CH3:43][CH2:44][CH2:45][CH2:46][CH2:47][CH3:48].[c:1]1(-[c:7]2[n:8][c:9]([C:18]3=[CH:23][CH2:22][CH2:21][CH2:20][CH:19]3[CH2:24][c:25]3[cH:26][c:27]([NH2:31])[cH:28][cH:29][cH:30]3)[o:10][c:11]2-[c:12]2[cH:13][cH:14][cH:15][cH:16][cH:17]2)[cH:2][cH:3][cH:4][cH:5][cH:6]1>>[c:1]1(-[c:7]2[n:8][c:9]([C:18]3=[CH:23][CH2:22][CH2:21][CH2:20][CH:19]3[CH2:24][c:25]3[cH:26][c:27]([NH:31][C:41]([NH:40][C:32]([c:33]4[cH:34][cH:35][cH:36][cH:37][cH:38]4)=[O:39])=[O:42])[cH:28][cH:29][cH:30]3)[o:10][c:11]2-[c:12]2[cH:13][cH:14][cH:15][cH:16][cH:17]2)[cH:2][cH:3][cH:4][cH:5][cH:6]1. The product is O=C(NC(=O)c1ccccc1)Nc1cccc(CC2CCCC=C2c2nc(-c3ccccc3)c(-c3ccccc3)o2)c1. Starting materials: BrB(Br)Br, COc1cccc(C=Cc2nc(C)cc(N3CCCC3)n2)c1, COc1cccc(C=Cc2nc(C)cc(Cl)n2)c1, ClCCl. Yields the product Cc1cc(N2CCCC2)nc(C=Cc2cccc(O)c2)n1. As a reaction SMILES: [B:41]([Br:42])([Br:43])[Br:44].[CH3:1][O:2][c:3]1[cH:4][c:5]([CH:9]=[CH:10][c:11]2[n:12][c:13]([N:18]3[CH2:19][CH2:20][CH2:21][CH2:22]3)[cH:14][c:15]([CH3:17])[n:16]2)[cH:6][cH:7][cH:8]1.[Cl:23][c:24]1[cH:25][c:26]([CH3:27])[n:28][c:29]([CH:30]=[CH:31][c:32]2[cH:33][cH:34][cH:35][c:36]([O:37][CH3:38])[cH:39]2)[n:40]1.[Cl:45][CH2:46][Cl:47]>>[OH:2][c:3]1[cH:4][c:5]([CH:9]=[CH:10][c:11]2[n:12][c:13]([N:18]3[CH2:19][CH2:20][CH2:21][CH2:22]3)[cH:14][c:15]([CH3:17])[n:16]2)[cH:6][cH:7][cH:8]1. The reactants are Cl (hydrochloric acid), CC(C)C[AlH]CC(C)C (DIBAL), CCCCCC (hexane), BrC=1C=CC(=C(C(=O)OC)C1)Cl (methyl 5-bromo-2-chlorobenzoate). Solvent: ClCCl (dichloromethane). Reaction conditions: time 4 hour. The product is BrC=1C=CC(=C(CO)C1)Cl (5-bromo-2-chlorobenzyl alcohol). The yield is 93.7%. As a reaction SMILES: [Br:1][C:2]1[CH:3]=[CH:4][C:5]([Cl:12])=[C:6]([CH:11]=1)[C:7](OC)=[O:8].CC(C[AlH]CC(C)C)C.CCCCCC.Cl>ClCCl>[Br:1][C:2]1[CH:3]=[CH:4][C:5]([Cl:12])=[C:6]([CH:11]=1)[CH2:7][OH:8]. Reported procedure: 25.0 g of methyl 5-bromo-2-chlorobenzoate was dissolved in 130 ml of dichloromethane. To this solution, 230 ml of a 0.96 M DIBAL (diisobutylalminium hydride) hexane solution was added at −40° C. in a nitrogen atmosphere, followed by stirring at room temperature for 4 hours. To this reaction solution, 10% hydrochloric acid was carefully added while cooling, followed by extraction with ethyl acetate and drying over anhydrous magnesium sulfate. The solvent was distilled off under reduced pressure, ... Starting materials: C1(=CC=CC=C1)S(=O)(=O)NNC(C1=CC=C(C=C1)C#CC(C)(C)C)=O (4-(3,3-Dimethyl-1-butynyl)benzoic acid, 2-(phenylsulfonyl)hydrazide), EtOAc hexanes, C1(=CC=CC=C1)O (phenol). The solvent is O (H2O). Product: C1(=CC=CC=C1)S(=O)(=O)NNC(C1=CC=C(C=C1)CCC(C)(C)C)=O (4-(3,3-Dimethyl-1-butyl)-benzoic acid, 2-(phenylsulfonyl)hydrazide). As a reaction SMILES: [C:1]1([S:7]([NH:10][NH:11][C:12](=[O:25])[C:13]2[CH:18]=[CH:17][C:16]([C:19]#[C:20][C:21]([CH3:24])([CH3:23])[CH3:22])=[CH:15][CH:14]=2)(=[O:9])=[O:8])[CH:6]=[CH:5][CH:4]=[CH:3][CH:2]=1.C1(O)C=CC=CC=1>O>[C:1]1([S:7]([NH:10][NH:11][C:12](=[O:25])[C:13]2[CH:14]=[CH:15][C:16]([CH2:19][CH2:20][C:21]([CH3:23])([CH3:22])[CH3:24])=[CH:17][CH:18]=2)(=[O:8])=[O:9])[CH:2]=[CH:3][CH:4]=[CH:5][CH:6]=1. Reported procedure: Example 38 was synthesized in accordance with the methods of Example 33, except that 4-(3,3-dimethyl-1-butynyl)benzoic acid, 2-(phenylsulfonyl)hydrazide (Example 37) was used instead of 4-phenacetylenyl-benzoic acid, 2-(phenylsulfonyl)hydrazide. MS: 361 (M+1 for C19H24N2O3S1); mp 168-169° C.; TLC (SiO2) Rf=0.7 (50% EtOAc/hexanes); HPLC (phenol hexal column, 1:1CH3CN/H2O+0.1% TFA) 99%, RT=16.8 min. 1H NMR (CDCl3) δ 0.95 (s, 9 H), 1.42-1.50 (m, 2H), 2.56-2.62 (m, 2H), 7.21-7.26 (m, 2H), 7.40-7.60 ... The reactants are BrCC1(COC1)CO (3-bromomethyl-3-hydroxymethyloxetane), N(=[N+]=[N-])CC1(COC1)CO (3-azidomethyl-3-hydroxymethyloxetane), [N-]=[N+]=[N-].[Na+] (sodium azide), N(=[N+]=[N-])CC1(COC1)CO (3-azidomethyl-3-hydroxymethyloxetane), BrCC1(COC1)CO (3-bromomethyl-3-hydroxymethyloxetane), ClCC1(COC1)COC1=CC=CC=C1.ClCC1(COC1)C (3-chloromethyl-3-methyloxetane 3-chloromethyl-3-phenoxymethyloxetane), [N-]=[N+]=[N-].[Na+] (sodium azide). Solvent: CC(=O)C (acetone), O (water). Yields the product N(=[N+]=[N-])CC1(COC1)COC1=CC=CC=C1 (3-azidomethyl-3-phenoxymethyloxetane). The yield is 87.0%. As a reaction SMILES: BrCC1(CO)COC1.[N:9]([CH2:12][C:13]1([CH2:17][OH:18])[CH2:16][O:15][CH2:14]1)=[N+:10]=[N-:11].[N-]=[N+]=[N-].[Na+].ClCC1(CO[C:31]2[CH:36]=[CH:35][CH:34]=[CH:33][CH:32]=2)COC1.ClCC1(C)COC1>CC(C)=O.O>[N:9]([CH2:12][C:13]1([CH2:17][O:18][C:31]2[CH:36]=[CH:35][CH:34]=[CH:33][CH:32]=2)[CH2:16][O:15][CH2:14]1)=[N+:10]=[N-:11] |f:2.3,4.5|. Procedure details: As such, it has been discovered that monofunctional azidooxetane compounds, i.e., 3-azidomethyl-3-R1 -oxetanes, can also be prepared by combining a neat halooxetane with an aqueous metallic azide solution and a phase transfer catalyst (PTC). For example, using the process of the present invention, 3-chloromethyl-3-methyloxetane gives the corresponding 3-azidomethyl-3-methyloxetane (AMMO) in 97% yield. Moreover, 3-bromomethyl-3-hydroxymethyloxetane was previously converted to the corresponding 3-...